This data is from the Open Reaction Database (ORD), a public repository of structured organic reaction records. The task is: describe an organic reaction: reactants, conditions, products, and yield Reactants: C(C(C)C)OCCC1=CC=C(OCC2CO2)C=C1 (1-[4-(2-isobutoxyethyl)-phenoxy]-2,3-epoxypropane), NC(CN1C=NC2=C1C=CC(=C2)C=2CCC(NN2)=O)(C)C (6-[1-(2-amino-2,2-dimethylethyl)benzimidazol-5-yl]-4,5-dihydro-3(2H)-pyridazinone). Yields the product C(C(C)C)OCCC1=CC=C(OCC(CNC(CN2C=NC3=C2C=CC(=C3)C=3CCC(NN3)=O)(C)C)O)C=C1 (6-[1-[2-[3-(4-(2-Isobutoxyethyl)phenoxy)-2-hydroxypropylamino]-2,2-dimethyl-ethyl]benzimidazol-5-yl]-4,5-dihydro-3(2H)-pyridazinone). Reaction SMILES: [CH2:1]([O:5][CH2:6][CH2:7][C:8]1[CH:18]=[CH:17][C:11]([O:12][CH2:13][CH:14]2[O:16][CH2:15]2)=[CH:10][CH:9]=1)[CH:2]([CH3:4])[CH3:3].[NH2:19][C:20]([CH3:39])([CH3:38])[CH2:21][N:22]1[C:26]2[CH:27]=[CH:28][C:29]([C:31]3[CH2:32][CH2:33][C:34](=[O:37])[NH:35][N:36]=3)=[CH:30][C:25]=2[N:24]=[CH:23]1>>[CH2:1]([O:5][CH2:6][CH2:7][C:8]1[CH:18]=[CH:17][C:11]([O:12][CH2:13][CH:14]([OH:16])[CH2:15][NH:19][C:20]([CH3:39])([CH3:38])[CH2:21][N:22]2[C:26]3[CH:27]=[CH:28][C:29]([C:31]4[CH2:32][CH2:33][C:34](=[O:37])[NH:35][N:36]=4)=[CH:30][C:25]=3[N:24]=[CH:23]2)=[CH:10][CH:9]=1)[CH:2]([CH3:4])[CH3:3]. Procedure details: Prepared analogously to Example 1 from 1-[4-(2-isobutoxyethyl)-phenoxy]-2,3-epoxypropane and 6-[1-(2-amino-2,2-dimethylethyl)benzimidazol-5-yl]-4,5-dihydro-3(2H)-pyridazinone.